From a dataset of the Open Reaction Database (ORD), a public repository of structured organic reaction records. describe an organic reaction: reactants, conditions, products, and yield Product: CC(C)CNC1CCN(C(=O)OC(C)(C)C)C1. RXN SMILES: [C:1]([CH3:2])([CH3:3])([CH3:4])[O:5][C:6](=[O:7])[N:8]1[CH2:9][CH:10]([NH2:13])[CH2:11][CH2:12]1.[CH3:21][CH2:22][OH:23].[CH:14]([CH:15]([CH3:16])[CH3:17])=[O:18].[H:19][H:20]>>[C:1]([CH3:2])([CH3:3])([CH3:4])[O:5][C:6](=[O:7])[N:8]1[CH2:9][CH:10]([NH:13][CH2:14][CH:15]([CH3:16])[CH3:17])[CH2:11][CH2:12]1. Starting materials: CC(C)(C)OC(=O)N1CCC(N)C1, CCO, CC(C)C=O, [H][H]. The reactants are C(CCCCCCCCCCC)(=O)Cl (dodecanoyl chloride), NC1=CC2=C(N=C(N2)S)C=C1 (5-amino-2-mercaptobenzimidazole), ice water. The solvent is N1=CC=CC=C1 (pyridine). Reaction conditions: time 3 hour. Yields the product C(CCCCCCCCCCC)(=O)NC1=CC2=C(N=C(N2)S)C=C1 (5-dodecanoylamino-2-mercaptobenzimidazole). Isolated yield 103.6%. Reaction SMILES: [NH2:1][C:2]1[CH:11]=[CH:10][C:5]2[N:6]=[C:7]([SH:9])[NH:8][C:4]=2[CH:3]=1.[C:12](Cl)(=[O:24])[CH2:13][CH2:14][CH2:15][CH2:16][CH2:17][CH2:18][CH2:19][CH2:20][CH2:21][CH2:22][CH3:23]>N1C=CC=CC=1>[C:12]([NH:1][C:2]1[CH:11]=[CH:10][C:5]2[N:6]=[C:7]([SH:9])[NH:8][C:4]=2[CH:3]=1)(=[O:24])[CH2:13][CH2:14][CH2:15][CH2:16][CH2:17][CH2:18][CH2:19][CH2:20][CH2:21][CH2:22][CH3:23]. Procedure details: 5 g of 5-amino-2-mercaptobenzimidazole was dissolved in 50 ml of pyridine and 7.95 g of dodecanoyl chloride was added dropwise thereto under cooling with ice. After stirring, for 3 hours at room temperature, the solution was poured into ice-water. The formed crystals were filtered off and recrystallized from water-containing methanol to obtain 10.9 g of compound (8). Starting materials: C(\C=C\C(=O)O)(=O)O (fumaric acid), C(C#C)N1C2=C(N3C4=C(C1=O)C=CC=C4CC3)C=CC=C2 (1,2-dihydro-7-(2-propynyl)-benzo[b]pyrrolo[3,2,1-jk][1,4]benzodiazepin-6-one), C=O (paraformaldehyde), CC1CCNCC1 (4-methylpiperidine). Reagents/catalysts: [Cu]Cl (copper(I) chloride). The solvent is CCOCC (ether), CCOCC (ether), O1CCOCC1 (dioxane), CCOCC (ether), ClCCl (dichloromethane). Product: C(\C=C\C(=O)O)(=O)O.CC1CCN(CC1)CC#CCN1C2=C(N3C4=C(C1=O)C=CC=C4CC3)C=CC=C2.CC2CCN(CC2)CC#CCN2C3=C(N4C1=C(C2=O)C=CC=C1CC4)C=CC=C3 (1,2-Dihydro-7-[4-(4-methyl-1-piperidinyl)-2-butynyl]benzo[b]pyrrolo[3,2,1-jk][1,4]benzodiazepin-6-one hemifumarate). Reaction SMILES: [CH2:1]([N:4]1[C:10](=[O:11])[C:9]2[CH:12]=[CH:13][CH:14]=[C:15]3[CH2:16][CH2:17][N:7]([C:8]=23)[C:6]2[CH:18]=[CH:19][CH:20]=[CH:21][C:5]1=2)[C:2]#[CH:3].[CH2:22]=[O:23].[CH3:24][CH:25]1[CH2:30][CH2:29][NH:28][CH2:27][CH2:26]1.[C:31]([OH:38])(=[O:37])/[CH:32]=[CH:33]/[C:34]([OH:36])=[O:35]>O1CCOCC1.ClCCl.CCOCC.[Cu]Cl>[C:31]([OH:38])(=[O:37])/[CH:32]=[CH:33]/[C:34]([OH:36])=[O:35].[CH3:24][CH:25]1[CH2:30][CH2:29][N:28]([CH2:17][C:16]#[C:15][CH2:8][N:7]2[C:22](=[O:23])[C:2]3[CH:3]=[CH:14][CH:13]=[C:12]4[CH2:9][CH2:10][N:4]([C:1]=34)[C:5]3[CH:21]=[CH:20][CH:19]=[CH:18][C:6]2=3)[CH2:27][CH2:26]1.[CH3:24][CH:25]1[CH2:30][CH2:29][N:28]([CH2:31][C:3]#[C:2][CH2:1][N:4]2[C:10](=[O:11])[C:9]3[CH:12]=[CH:13][CH:14]=[C:15]4[CH2:16][CH2:17][N:7]([C:8]=34)[C:6]3[CH:18]=[CH:19][CH:20]=[CH:21][C:5]2=3)[CH2:27][CH2:26]1 |f:8.9.10|. Procedure details: A mixture of 1,2-dihydro-7-(2-propynyl)-benzo[b]pyrrolo[3,2,1-jk][1,4]benzodiazepin-6-one (4.45 gm, 16.2 mmole), paraformaldehyde (3.6 gm), 4-methylpiperidine (1.93 gm, 1.2 eq) and copper(I) chloride (300 mg), in dioxane (75 ml) was stirred for 16 hours at room temperature. After the reaction was complete, the mixture was diluted with dichloromethane (DCM, 300 ml). The insolubles were filtered off through a pad of celite. The solution was concentrated on a rotary evaporator to an oil (48 gm). Th... Reactants: ice water, FC(S(=O)(=O)O)(F)F (Trifluoromethanesulfonic acid), ClC1=C(C=CC(=C1)F)F (2-chloro-1,4-difluorobenzene), IN1C(CCC1=O)=O (N-Iodosuccinimide). Reaction conditions: temperature 0 celsius, time 10 minute. Yields the product ClC1=C(C=C(C(=C1)F)I)F (1-chloro-2,5-difluoro-4-iodobenzene). The yield is 77.5%. RXN SMILES: FC(F)(F)S(O)(=O)=O.[Cl:9][C:10]1[CH:15]=[C:14]([F:16])[CH:13]=[CH:12][C:11]=1[F:17].[I:18]N1C(=O)CCC1=O>>[Cl:9][C:10]1[CH:15]=[C:14]([F:16])[C:13]([I:18])=[CH:12][C:11]=1[F:17]. Reported procedure: Trifluoromethanesulfonic acid (9.9 mL, 110 mmol) was added to 2-chloro-1,4-difluorobenzene (2.2 g, 15 mmol) at room temperature and then cooled to 0° C. N-Iodosuccinimide (3.16 g, 14.1 mmol) was then added in multiple portions. After 10 minutes, the reaction mixture was allowed to warm to room temperature and stirred for 2 hours. The reaction mixture was poured over ice-water and extracted with hexane. The organic layer was washed with saturated Na2SO4, dried and concentrated. The crude product ... Starting materials: C1(CCC1)C1=CC=C(C(=O)OC)C=C1 (methyl 4-cyclobutylbenzoate), S(O)(O)(=O)=O (sulfuric acid), I(=O)(=O)(=O)[O-].[Na+] (sodium periodate), II (iodine). The solvent is C(C)(=O)O (acetic acid). Run at temperature 100 celsius, time 8 hour. The product is C1(CCC1)C1=C(C=C(C(=O)OC)C=C1)I (Methyl 4-cyclobutyl-3-iodobenzoate). Isolated yield 101.4%. RXN SMILES: [CH:1]1([C:5]2[CH:14]=[CH:13][C:8]([C:9]([O:11][CH3:12])=[O:10])=[CH:7][CH:6]=2)[CH2:4][CH2:3][CH2:2]1.[I:15]([O-])(=O)(=O)=O.[Na+].II.S(=O)(=O)(O)O>C(O)(=O)C>[CH:1]1([C:5]2[CH:6]=[CH:7][C:8]([C:9]([O:11][CH3:12])=[O:10])=[CH:13][C:14]=2[I:15])[CH2:2][CH2:3][CH2:4]1 |f:1.2|. Procedure details: To a solution of methyl 4-cyclobutylbenzoate (168.1, 2.00 g, 10.5 mmol, 1.00 equiv) in acetic acid (30 mL) were carefully added sodium periodate (1.00 g, 4.68 mmol, 0.50 equiv), iodine (3.00 g, 11.8 mmol, 1.10 equiv) and sulfuric acid (0.15 g, 0.15 equiv). The resulting mixture was stirred overnight at 100° C. After cooling to room temperature, the reaction was then quenched by carefully adding 30 mL of Na2S2O3 (aq., sat.) and the resulting mixture was extracted with 3×20 mL of ethyl acetate. Th... The product is CCCCCCCCCCCCOC(=O)CNC(=O)c1ncccc1O. As a reaction SMILES: [CH2:21]([N:22]1[CH2:23][CH2:24][O:25][CH2:26][CH2:27]1)[CH3:28].[CH2:69]([CH2:70][CH2:71][CH2:72][CH2:73][CH2:74][CH2:75][CH2:76][CH2:77][CH2:78][CH2:79][CH3:80])[O:81][C:82]([CH2:83][NH2:84])=[O:85].[CH3:29][O:30][S:31]([c:32]1[cH:33][cH:34][c:35]([CH3:36])[cH:37][cH:38]1)(=[O:39])=[O:40].[CH:41]1([N:42]=[C:43]=[N:44][CH2:45][CH2:46][N:47]2[CH2:48][CH2:49][O:50][CH2:51][CH2:52]2)[CH2:53][CH2:54][CH2:55][CH2:56][CH2:57]1.[Cl:86][CH2:87][Cl:88].[OH:11][n:12]1[c:13]2[cH:14][cH:15][cH:16][cH:17][c:18]2[n:19][n:20]1.[OH:1][c:2]1[c:3]([C:8](=[O:9])[OH:10])[n:4][cH:5][cH:6][cH:7]1.[OH:58][S:59]([c:60]1[cH:61][cH:62][c:63]([CH3:64])[cH:65][cH:66]1)(=[O:67])=[O:68]>>[OH:1][c:2]1[c:3]([C:8](=[O:10])[NH:84][CH2:83][C:82]([O:81][CH2:69][CH2:70][CH2:71][CH2:72][CH2:73][CH2:74][CH2:75][CH2:76][CH2:77][CH2:78][CH2:79][CH3:80])=[O:85])[n:4][cH:5][cH:6][cH:7]1. The reactants are CCN1CCOCC1, CCCCCCCCCCCCOC(=O)CN, COS(=O)(=O)c1ccc(C)cc1, C(=NCCN1CCOCC1)=NC1CCCCC1, ClCCl, On1nnc2ccccc21, O=C(O)c1ncccc1O, Cc1ccc(S(=O)(=O)O)cc1.